From a dataset of the Open Reaction Database (ORD), a public repository of structured organic reaction records. describe an organic reaction: reactants, conditions, products, and yield The reactants are C1(=CC=CC=C1)C (toluene), O(C1=CC=CC=C1)CCCCCCCCCCC(=O)Cl (11-phenoxyundecanoyl chloride), [N-]=[N+]=[N-].[Na+] (sodium azide), CC(=O)C (acetone). Solvent: O (water). Run at temperature 65 celsius, time 1 hour. The product is O(C1=CC=CC=C1)CCCCCCCCCCN=C=O (10-Phenoxydecyl Isocyanate). Reaction SMILES: [O:1]([CH2:8][CH2:9][CH2:10][CH2:11][CH2:12][CH2:13][CH2:14][CH2:15][CH2:16][CH2:17]C(Cl)=O)[C:2]1[CH:7]=[CH:6][CH:5]=[CH:4][CH:3]=1.[N-:21]=[N+]=[N-].[Na+].C1(C)C=CC=CC=1.C[C:33](C)=[O:34]>O>[O:1]([CH2:8][CH2:9][CH2:10][CH2:11][CH2:12][CH2:13][CH2:14][CH2:15][CH2:16][CH2:17][N:21]=[C:33]=[O:34])[C:2]1[CH:3]=[CH:4][CH:5]=[CH:6][CH:7]=1 |f:1.2|. Procedure details: A solution of 11-phenoxyundecanoyl chloride (31.1 g, 104.8 mmoles) in acetone (30 ml) was dropped into a solution of sodium azide (9.53 g, 146.6 mmoles) in water (30 ml), cooled in an ice bath, keeping the solution temperature between 10 and 15° C. After one hour, the solution was transferred in a separatory funnel and the lower phase (the aqueous one) was eliminated. The higher phase was transferred into a flask containing 100 ml of toluene, previously warmed at 65° C. After 1.5 hours, the solu... Starting materials: CN[C@@H]1C[C@H]2O[C@@](C)([C@@H]1OC)n1c3ccccc3c3c4c(c5c6ccccc6n2c5c31)C(=O)NC4 (staurosporine), O=C(OCc1ccccc1)N2CCC(=O)CC2. The reagents and catalysts are CC(C)[O-].CC(C)[O-].CC(C)[O-].CC(C)[O-].[Ti+4] (Ti(OiPr)4), CC(=O)O (acetic acid), CC(=O)O[BH-](OC(C)=O)OC(C)=O.[Na+] (Sodium triacetoxyborohydride). Run in CC(=O)N(C)C (DMA), CC(=O)N(C)C (DMA), CC(=O)N(C)C (DMA), CC(=O)N(C)C (DMA), CC(=O)N(C)C (DMA), CC(=O)N(C)C (DMA), CC(=O)N(C)C (DMA). Run at temperature 22 celsius, time 18 hour. Product: CO[C@@H]1[C@@H](C[C@H]2O[C@]1(C)n3c4ccccc4c5c6CNC(=O)c6c7c8ccccc8n2c7c35)N(C)C9CCN(CC9)C(=O)OCc%10ccccc%10, CN[C@@H]1C[C@H]2O[C@@](C)([C@@H]1OC)n1c3ccccc3c3c4c(c5c6ccccc6n2c5c31)C(=O)NC4 (Staurosporine), c1ccc(-c2ccccc2)cc1 (biphenyl), O=C(OCc1ccccc1)N2CCC(O)CC2. Reported procedure: To a 2 dram vial equipped with a stir bar was added 2,4-dichloro-6-(4-isopropoxyphenyl)pyridine (189 mg, 0.668 mmol), 4-(tributylstannyl)thiazole (250 mg, 0.668 mmol), CuI (32 mg, 0.17 mmol), CsF (304 mg, 2.00 mmol), and Pd(PPh3)4 (39 mg, 0.033 mmol). The vial was capped and then placed under N2 atmosphere. To the vial was added DMF (4 mL). The vial was placed in a 80° C. heating block with stirring for 1 h. The mixture was allowed to cool to room temperature. To the reaction was added 4-(tribut... Reagents/catalysts: [Cu]I (CuI), C=1C=CC(=CC1)[P](C=2C=CC=CC2)(C=3C=CC=CC3)[Pd]([P](C=4C=CC=CC4)(C=5C=CC=CC5)C=6C=CC=CC6)([P](C=7C=CC=CC7)(C=8C=CC=CC8)C=9C=CC=CC9)[P](C=1C=CC=CC1)(C=1C=CC=CC1)C=1C=CC=CC1 (Pd(PPh3)4), C=1C=CC(=CC1)[P](C=2C=CC=CC2)(C=3C=CC=CC3)[Pd]([P](C=4C=CC=CC4)(C=5C=CC=CC5)C=6C=CC=CC6)([P](C=7C=CC=CC7)(C=8C=CC=CC8)C=9C=CC=CC9)[P](C=1C=CC=CC1)(C=1C=CC=CC1)C=1C=CC=CC1 (Pd(PPh3)4). Conditions: time 1 hour. Starting materials: ClC1=NC(=CC(=C1)Cl)C1=CC=C(C=C1)OC(C)C (2,4-dichloro-6-(4-isopropoxyphenyl)pyridine), C(CCC)[Sn](C=1N=CSC1)(CCCC)CCCC (4-(tributylstannyl)thiazole), [F-].[Cs+] (CsF), CN(C)C=O (DMF), C(CCC)[Sn](C=1N=CSC1)(CCCC)CCCC (4-(tributylstannyl)thiazole). The solvent is O (water), CC#N (MeCN). RXN SMILES: Cl[C:2]1[CH:7]=[C:6]([Cl:8])[CH:5]=[C:4]([C:9]2[CH:14]=[CH:13][C:12]([O:15][CH:16]([CH3:18])[CH3:17])=[CH:11][CH:10]=2)[N:3]=1.C([Sn](CCCC)(CCCC)[C:24]1[N:25]=[CH:26][S:27][CH:28]=1)CCC.[F-].[Cs+].CN(C=O)C>[Cu]I.C1C=CC([P]([Pd]([P](C2C=CC=CC=2)(C2C=CC=CC=2)C2C=CC=CC=2)([P](C2C=CC=CC=2)(C2C=CC=CC=2)C2C=CC=CC=2)[P](C2C=CC=CC=2)(C2C=CC=CC=2)C2C=CC=CC=2)(C2C=CC=CC=2)C2C=CC=CC=2)=CC=1.CC#N.O>[Cl:8][C:6]1[CH:5]=[C:4]([C:9]2[CH:14]=[CH:13][C:12]([O:15][CH:16]([CH3:18])[CH3:17])=[CH:11][CH:10]=2)[N:3]=[C:2]([C:24]2[N:25]=[CH:26][S:27][CH:28]=2)[CH:7]=1 |f:2.3,^1:49,51,70,89|. Isolated yield 26.2%. Product: ClC1=CC(=NC(=C1)C1=CC=C(C=C1)OC(C)C)C=1N=CSC1 (4-(4-chloro-6-(4-isopropoxyphenyl)pyridin-2-yl)thiazole). Reactants: CON(C(=O)C1=CC=CC=2NC(N(C21)C)=O)C (3-methyl-2-oxo-2,3-dihydro-1H-benzoimidazole-4-carboxylic acid methoxy-methyl-amide), BrC1=NC=C(C=C1N(S(=O)(=O)C1=CC(=C(C=C1)C)C(F)(F)F)COC)Cl (N-(2-bromo-5-chloro-pyridin-3-yl)-N-methoxymethyl-4-methyl-3-trifluoromethyl-benzenesulfonamide). Product: ClC=1C=C(C(=NC1)C(=O)C1=CC=CC=2NC(N(C21)C)=O)N(S(=O)(=O)C2=CC(=C(C=C2)C)C(F)(F)F)COC (N-[5-Chloro-2-(3-methyl-2-oxo-2,3-dihydro-1H-benzoimidazole-4-carbonyl)-pyridin-3-yl]-N-methoxymethyl-4-methyl-3-trifluoromethyl-benzenesulfonamide). RXN SMILES: CON(C)[C:4]([C:6]1[C:14]2[N:13]([CH3:15])[C:12](=[O:16])[NH:11][C:10]=2[CH:9]=[CH:8][CH:7]=1)=[O:5].Br[C:19]1[C:24]([N:25]([CH2:40][O:41][CH3:42])[S:26]([C:29]2[CH:34]=[CH:33][C:32]([CH3:35])=[C:31]([C:36]([F:39])([F:38])[F:37])[CH:30]=2)(=[O:28])=[O:27])=[CH:23][C:22]([Cl:43])=[CH:21][N:20]=1>>[Cl:43][C:22]1[CH:23]=[C:24]([N:25]([CH2:40][O:41][CH3:42])[S:26]([C:29]2[CH:34]=[CH:33][C:32]([CH3:35])=[C:31]([C:36]([F:38])([F:37])[F:39])[CH:30]=2)(=[O:28])=[O:27])[C:19]([C:4]([C:6]2[C:14]3[N:13]([CH3:15])[C:12](=[O:16])[NH:11][C:10]=3[CH:9]=[CH:8][CH:7]=2)=[O:5])=[N:20][CH:21]=1. Procedure details: N-[5-Chloro-2-(3-methyl-2-oxo-2,3-dihydro-1H-benzoimidazole-4-carbonyl)-pyridin-3-yl]-N-methoxymethyl-4-methyl-3-trifluoromethyl-benzenesulfonamide was prepared from 3-methyl-2-oxo-2,3-dihydro-1H-benzoimidazole-4-carboxylic acid methoxy-methyl-amide and N-(2-bromo-5-chloro-pyridin-3-yl)-N-methoxymethyl-4-methyl-3-trifluoromethyl-benzenesulfonamide according to previously described procedure in example 29, step 1. The product was purified by flash column chromatography on silica gel using ethyl a... Reactants: O1C(CCC=C1)C=1C(=NC=CC1)OC1=CC=C(C=C1)NC1=NC=CC=C1 ((±)-N-(4-(3-(3,4-dihydro-2H-pyran-2-yl)pyridin-2-yloxy)phenyl)pyridin-2-amine). The reagents and catalysts are [Pd] (palladium on carbon). The solvent is CCO.O1CCOCC1 (EtOH dioxane). Run at time 24 hour. Yields the product O1C(CCCC1)C=1C(=NC=CC1)OC1=CC=C(C=C1)NC1=NC=CC=C1 ((±)-N-(4-(3-(TETRAHYDRO-2H-PYRAN-2-YL)PYRIDIN-2-YLOXY)PHENYL)PYRIDIN-2-AMINE). Reaction SMILES: [O:1]1[CH:6]=[CH:5][CH2:4][CH2:3][CH:2]1[C:7]1[C:8]([O:13][C:14]2[CH:19]=[CH:18][C:17]([NH:20][C:21]3[CH:26]=[CH:25][CH:24]=[CH:23][N:22]=3)=[CH:16][CH:15]=2)=[N:9][CH:10]=[CH:11][CH:12]=1>[Pd].CCO.O1CCOCC1>[O:1]1[CH2:6][CH2:5][CH2:4][CH2:3][CH:2]1[C:7]1[C:8]([O:13][C:14]2[CH:19]=[CH:18][C:17]([NH:20][C:21]3[CH:26]=[CH:25][CH:24]=[CH:23][N:22]=3)=[CH:16][CH:15]=2)=[N:9][CH:10]=[CH:11][CH:12]=1 |f:2.3|. Reported procedure: A mixture of (±)-N-(4-(3-(3,4-dihydro-2H-pyran-2-yl)pyridin-2-yloxy)phenyl)pyridin-2-amine (233 mg, 0.675 mmol) and palladium on carbon (wet) (71.8 mg, 0.067 mmol) in EtOH/dioxane was placed under an atmosphere of hydrogen gas and stirred for 24 hours. The mixture was then filtered through a cake of celite, washing with MeOH. The filtrate was concentrated and purified by silica gel chromatography, 10-100% acetone/hexanes, to give the title compound as a racemic mixture. MS (ESI, pos. ion) m/z: 3... Starting materials: [BH4-].[Na+] (Sodium borohydride), C1(=CC=CC=C1)C(N1CC=CC1)C1=CC=CC=C1 (1-Diphenylmethyl-3-pyrroline), resultant mixture, CC1=CCC2CC1C2(C)C (α-pinene), B(F)(F)F (boron trifluoride), OO (hydrogen peroxide), [OH-].[Na+] (sodium hydroxide). The solvent is O1CCCC1 (tetrahydrofuran). Conditions: time 12 hour. The product is C1(=CC=CC=C1)C(N1C[C@H](CC1)O)C1=CC=CC=C1 ((3S)-1-Diphenylmethyl-3-hydroxypyrrolidine). Isolated yield 79.0%. RXN SMILES: [BH4-].[Na+].CC1C2C(C)(C)C(C2)CC=1.B(F)(F)F.[C:17]1([CH:23]([C:29]2[CH:34]=[CH:33][CH:32]=[CH:31][CH:30]=2)[N:24]2[CH2:28][CH:27]=[CH:26][CH2:25]2)[CH:22]=[CH:21][CH:20]=[CH:19][CH:18]=1.[OH:35]O.[OH-].[Na+]>O1CCCC1>[C:17]1([CH:23]([C:29]2[CH:34]=[CH:33][CH:32]=[CH:31][CH:30]=2)[N:24]2[CH2:28][CH2:27][C@H:26]([OH:35])[CH2:25]2)[CH:18]=[CH:19][CH:20]=[CH:21][CH:22]=1 |f:0.1,6.7|. Reported procedure: Sodium borohydride (0.235 mg) was suspended in tetrahydrofuran (2.0 mL) in an argon flow, and the suspension was cooled with ice. Optically active α-pinene (0.63 mL) and boron trifluoride.ether complex (0.25 mL) were added dropwise to the suspension, and the mixture was stirred for 12 hours. 1-Diphenylmethyl-3-pyrroline (0.24 g) was added to the reaction mixture, and the resultant mixture was allowed to react for 9 hours. Thereafter, 30% aqueous hydrogen peroxide (2 mL) and 6 mol/L aqueous sodiu... Starting materials: O=c1[nH]nc2c(Br)nc(-c3ccccc3)cn12, C1CCOC1, CC(C)N. The product is CC(C)Nc1nc(-c2ccccc2)cn2c(=O)[nH]nc12. Reaction SMILES: [Br:1][c:2]1[c:3]2[n:4]([cH:5][c:6](-[c:8]3[cH:9][cH:10][cH:11][cH:12][cH:13]3)[n:7]1)[c:14](=[O:17])[nH:15][n:16]2.[CH2:22]1[O:23][CH2:24][CH2:25][CH2:26]1.[CH3:18][CH:19]([CH3:20])[NH2:21]>>[c:2]1([NH:21][CH:19]([CH3:18])[CH3:20])[c:3]2[n:4]([cH:5][c:6](-[c:8]3[cH:9][cH:10][cH:11][cH:12][cH:13]3)[n:7]1)[c:14](=[O:17])[nH:15][n:16]2. Starting materials: COC(CC(=O)NC1C2(CCC(C1)C2(C)C)C)=O (N-(1,7,7-trimethyl-bicyclo[2.2.1]hept-2-yl)-malonamic acid methyl ester), C[O-].[Na+] (sodium methoxide), Cl.N1=CC=C(C=C1)CCl (4-picolyl chloride hydrochloride), N1=CC=C(C=C1)CCl (4-Picolylchloride). Run in O (water), C(C)(=O)OCC (Ethyl acetate), CO (methanol). Conditions: time 1 hour. The product is COC(C(C(C1=CC=NC=C1)C)(C(NC1C2(CCC(C1)C2(C)C)C)=O)C2=CC=NC=C2)=O (3-Pyridin-4-yl-2-pyridin-4-yl methyl-2-(1,7,7-trimethyl-bicyclo[2.2.1 ]hept-2-ylcarbamoyl)-propionic acid methyl ester). Reaction SMILES: [CH3:1][O:2][C:3](=[O:18])[CH2:4][C:5]([NH:7][CH:8]1[CH2:13][CH:12]2[C:14]([CH3:16])([CH3:15])[C:9]1([CH3:17])[CH2:10][CH2:11]2)=[O:6].[CH3:19][O-].[Na+].[N:22]1[CH:27]=[CH:26][C:25]([CH2:28]Cl)=[CH:24][CH:23]=1.Cl.[N:31]1[CH:36]=[CH:35][C:34](CCl)=[CH:33][CH:32]=1>CO.O.C(OCC)(=O)C>[CH3:1][O:2][C:3](=[O:18])[C:4]([C:34]1[CH:35]=[CH:36][N:31]=[CH:32][CH:33]=1)([C:5](=[O:6])[NH:7][CH:8]1[CH2:13][CH:12]2[C:14]([CH3:15])([CH3:16])[C:9]1([CH3:17])[CH2:10][CH2:11]2)[CH:28]([CH3:19])[C:25]1[CH:26]=[CH:27][N:22]=[CH:23][CH:24]=1 |f:1.2,4.5|. Procedure: To a solution of N-(1,7,7-trimethyl-bicyclo[2.2.1]hept-2-yl)-malonamic acid methyl ester (0.95 g, 3.7 mmol) in methanol (7 ml), sodium methoxide (0.20 g, 3.7 mmol) was added, and the mixture was stirred for 1 hour at ambient temperature. 4-Picolylchloride (0.53 g, 4.1 mmol of freshly liberated free base from 4-picolyl chloride hydrochloride; Aldrich Chemical Co.) was added, and the reaction was then stirred for 18 hours at ambient temperature. Ethyl acetate and water (15 ml of each) were added, ... Reactants: BrC1=CC(=CC=2NC(=NC21)N2[C@@H](CN(CC2)C2=NC=C(C=C2Cl)Cl)C)C(F)(F)F (4-Bromo-2-[(2R)-4-(3,5-dichloro-pyridin-2-yl)-2-methyl-piperazin-1-yl]-6-trifluoromethyl-1H-benzoimidazole), ClC1=CC=C(C=C1)B(O)O (4-chlorophenylboronic acid). Yields the product ClC1=CC=C(C=C1)C1=CC(=CC2=C1NC(=N2)N2[C@@H](CN(CC2)C2=NC=C(C=C2Cl)Cl)C)C(F)(F)F (7-(4-Chloro-phenyl)-2-[(2R)-4-(3,5-dichloro-pyridin-2-yl)-2-methyl-piperazin-1-yl]-5-trifluoromethyl-1H-benzoimidazole). As a reaction SMILES: Br[C:2]1[C:10]2[N:9]=[C:8]([N:11]3[CH2:16][CH2:15][N:14]([C:17]4[C:22]([Cl:23])=[CH:21][C:20]([Cl:24])=[CH:19][N:18]=4)[CH2:13][C@H:12]3[CH3:25])[NH:7][C:6]=2[CH:5]=[C:4]([C:26]([F:29])([F:28])[F:27])[CH:3]=1.[Cl:30][C:31]1[CH:36]=[CH:35][C:34](B(O)O)=[CH:33][CH:32]=1>>[Cl:30][C:31]1[CH:36]=[CH:35][C:34]([C:2]2[C:10]3[NH:9][C:8]([N:11]4[CH2:16][CH2:15][N:14]([C:17]5[C:22]([Cl:23])=[CH:21][C:20]([Cl:24])=[CH:19][N:18]=5)[CH2:13][C@H:12]4[CH3:25])=[N:7][C:6]=3[CH:5]=[C:4]([C:26]([F:27])([F:29])[F:28])[CH:3]=2)=[CH:33][CH:32]=1. Procedure details: 4-Bromo-2-[(2R)-4-(3,5-dichloro-pyridin-2-yl)-2-methyl-piperazin-1-yl]-6-trifluoromethyl-1H-benzoimidazole (204 mg, 0.4 mmol, Example 149b) and 4-chlorophenylboronic acid (124 mg, 0.8 mmol, Aldrich) reacted under the conditions of Example 158 to give the title compound. MS (ESI, pos. ion) m/z: 504 (M+1). The reactants are FC=1C=C(C=CC1)C(C(C)(C1=NC=CC=C1)C)N (racemic 1-(3-fluorophenyl)-2-methyl-2-(pyridin-2-yl)propan-1-amine), C(\C=C\C(=O)O)(=O)O (fumaric acid). Run in CO (MeOH), CCOC(=O)C (EtOAc). Yields the product FC=1C=C(C=CC1)[C@H](C(C)(C1=NC=CC=C1)C)N ((R)-1-(3-fluorophenyl)-2-methyl-2-(pyridin-2-yl)propan-1-amine). RXN SMILES: [F:1][C:2]1[CH:3]=[C:4]([CH:8]([NH2:18])[C:9]([CH3:17])([C:11]2[CH:16]=[CH:15][CH:14]=[CH:13][N:12]=2)[CH3:10])[CH:5]=[CH:6][CH:7]=1.C(O)(=O)/C=C/C(O)=O>CCOC(C)=O.CO>[F:1][C:2]1[CH:3]=[C:4]([C@@H:8]([NH2:18])[C:9]([CH3:10])([C:11]2[CH:16]=[CH:15][CH:14]=[CH:13][N:12]=2)[CH3:17])[CH:5]=[CH:6][CH:7]=1. Procedure: (R)-1-(3-fluorophenyl)-2-methyl-2-(pyridin-2-yl)propan-1-amine is prepared starting from racemic 1-(3-fluorophenyl)-2-methyl-2-(pyridin-2-yl)propan-1-amine using chiral SFC chromatography. The free base was dissolved in EtOAc and a solution of fumaric acid (1.0 eq) in MeOH is added. The solvent is removed in vacuo and the residue is triturated with Et2O/hexanes (1:1), collected by filtration and air-dried. 1HNMR (300 MHz, DMSO-d6) δ 1.19 (s, 3 H), 1.31 (s, 3 H), 4.48 (s, 1 H), 6.55 (s, 2 H), 6.8...